Dataset: the Open Reaction Database (ORD), a public repository of structured organic reaction records. Task: describe an organic reaction: reactants, conditions, products, and yield Reactants: [OH-].[Na+] (sodium hydroxide), [Cl-].CC1(C(NC2=CC=C(C=C12)C(C[N+]1=CC=CC=C1)=O)=O)C (1-[2-(2,3-dihydro-3,3-dimethyl-2-oxoindol-5-yl)-2-oxoethyl]pyridinium chloride), Cl (hydrochloric acid). Run in O (water). Run at time 1.5 hour. Yields the product CC1(C(NC2=CC=C(C=C12)C(=O)O)=O)C (2,3-dihydro-3,3-dimethyl-2-oxoindole-5-carboxylic acid). The yield is 73.2%. Reaction SMILES: [OH-:1].[Na+].[Cl-].[CH3:4][C:5]1([CH3:24])[C:13]2[C:8](=[CH:9][CH:10]=[C:11]([C:14](=[O:22])C[N+]3C=CC=CC=3)[CH:12]=2)[NH:7][C:6]1=[O:23].Cl>O>[CH3:24][C:5]1([CH3:4])[C:13]2[C:8](=[CH:9][CH:10]=[C:11]([C:14]([OH:22])=[O:1])[CH:12]=2)[NH:7][C:6]1=[O:23] |f:0.1,2.3|. Procedure: To a solution of sodium hydroxide (14 g) in water (480 ml) was added 1-[2-(2,3-dihydro-3,3-dimethyl-2-oxoindol-5-yl)-2-oxoethyl]pyridinium chloride (44.3 g) and the mixture was stirred for 1.5 hours at 80° to 85° C. After cooling, the reaction mixture was acidified with conc. hydrochloric acid. The residual crystal was collected by filtration, washed with water and dried to give 2,3-dihydro-3,3-dimethyl-2-oxoindole-5-carboxylic acid (21 g). Reported procedure: A mixture of N-(4-bromophenethyl)-2,2,2-trifluoroacetamide (2.96 g, 10 mmol), NiBr2 (2.19 g, 10 mmol) and NaCN (0.98 g, 20 mmol) in 2.0 mL of NMP was heated at 200° C. in microwave twice. After cooling down to RT, the mixture was filtered with the help excess of DCM. The filtrate was evaporated to dryness and was submitted to flash chomatography (SiO2, DCM to DCM/EtOAc=3:1) to give (N-(4-cyanophenethyl)-2,2,2-trifluoroacetamide was a white solid, together with 1.1 g for recovered starting materi... The solvent is CN1CCCC1=O (NMP). As a reaction SMILES: Br[C:2]1[CH:16]=[CH:15][C:5]([CH2:6][CH2:7][NH:8][C:9](=[O:14])[C:10]([F:13])([F:12])[F:11])=[CH:4][CH:3]=1.[C-:17]#[N:18].[Na+]>CN1C(=O)CCC1>[C:17]([C:2]1[CH:16]=[CH:15][C:5]([CH2:6][CH2:7][NH:8][C:9](=[O:14])[C:10]([F:13])([F:12])[F:11])=[CH:4][CH:3]=1)#[N:18] |f:1.2|. Reactants: BrC1=CC=C(CCNC(C(F)(F)F)=O)C=C1 (N-(4-bromophenethyl)-2,2,2-trifluoroacetamide), NiBr2, [C-]#N.[Na+] (NaCN). Reaction conditions: temperature 200 celsius. Yields the product C(#N)C1=CC=C(CCNC(C(F)(F)F)=O)C=C1 (N-(4-cyanophenethyl)-2,2,2-trifluoroacetamide). Reactants: PdCl2dppf, N#N (N2), C([O-])([O-])=O.[K+].[K+] (potassium carbonate), C(C)(C)(C)OC(=O)N1CCC(CC1)N1N=CC(=C1)C=1C=NC(=C(C1)B1OC(C(O1)(C)C)(C)C)N (4-{4-[6-amino-5-(4,4,5,5-tetramethyl-[1,3,2]dioxaborolan-2-yl)-pyridin-3-yl]-pyrazol-1-yl}-piperidine-1-carboxylic acid tert-butyl ester), ClC=1SC2=C(N1)C(=CC=C2F)C(F)(F)F (2-chloro-7-fluoro-4-trifluoromethyl-1,3-benzothiazole). The solvent is O (water), O1CCOCC1 (dioxane). Conditions: temperature 80 celsius, time 10 minute. Yields the product BOC, FC1=CC=C(C=2N=C(SC21)C=2C(=NC=C(C2)C=2C=NN(C2)C2CCNCC2)N)C(F)(F)F (3-(7-Fluoro-4-trifluoromethylbenzothiazol-2-yl)-5-(1-piperidin-4-yl-1H-pyrazol-4-yl)-pyridin-2-ylamine). As a reaction SMILES: C(OC([N:8]1[CH2:13][CH2:12][CH:11]([N:14]2[CH:18]=[C:17]([C:19]3[CH:20]=[N:21][C:22]([NH2:34])=[C:23](B4OC(C)(C)C(C)(C)O4)[CH:24]=3)[CH:16]=[N:15]2)[CH2:10][CH2:9]1)=O)(C)(C)C.Cl[C:36]1[S:37][C:38]2[C:44]([F:45])=[CH:43][CH:42]=[C:41]([C:46]([F:49])([F:48])[F:47])[C:39]=2[N:40]=1.C(=O)([O-])[O-].[K+].[K+].N#N>O1CCOCC1.O>[F:45][C:44]1[C:38]2[S:37][C:36]([C:23]3[C:22]([NH2:34])=[N:21][CH:20]=[C:19]([C:17]4[CH:16]=[N:15][N:14]([CH:11]5[CH2:10][CH2:9][NH:8][CH2:13][CH2:12]5)[CH:18]=4)[CH:24]=3)=[N:40][C:39]=2[C:41]([C:46]([F:49])([F:47])[F:48])=[CH:42][CH:43]=1 |f:2.3.4|. Reported procedure: To a solution of 4-{4-[6-amino-5-(4,4,5,5-tetramethyl-[1,3,2]dioxaborolan-2-yl)-pyridin-3-yl]-pyrazol-1-yl}-piperidine-1-carboxylic acid tert-butyl ester (BB8) (60 mg, 0.127 mmol, 1 eq), 2-chloro-7-fluoro-4-trifluoromethyl-1,3-benzothiazole (42 mg, 0.153 mmol, 1.2 eq), and potassium carbonate (43 mg, 0.317 mmol, 2.5 eq) in 20% aq. dioxane (15 mL) was bubbledN2 gas for 15 min. Catalyst PdCl2dppf (5 mol %) was added to the stirred solution and N2 gas bubbling continued for another 10 min. The reac... Reactants: S(=O)(=O)(O)[O-].[K+] (potassium hydrogen sulphate), C[Mg]Br (methyl magnesiumbromide), ClC1=C(C=C(C(=O)C2CCN(CC2)C(=O)OC(C)(C)C)C=C1)C(=O)NCC12CC3CC(CC(C1)C3)C2 (4-[4-chloro-3-[[(tricyclo[3.3.1.13,7]dec-1-ylmethyl)amino]carbonyl]benzoyl]-1-piperidinecarboxylic acid, 1,1-dimethylethyl ester), C(C)OCC (diethyl ether), C(C)OCC (diethyl ether). Reaction SMILES: C[Mg]Br.[Cl:4][C:5]1[CH:25]=[CH:24][C:8]([C:9]([CH:11]2[CH2:16][CH2:15][N:14]([C:17]([O:19][C:20]([CH3:23])([CH3:22])[CH3:21])=[O:18])[CH2:13][CH2:12]2)=O)=[CH:7][C:6]=1[C:26]([NH:28][CH2:29][C:30]12[CH2:39][CH:34]3[CH2:35][CH:36]([CH2:38][CH:32]([CH2:33]3)[CH2:31]1)[CH2:37]2)=[O:27].S([O-])(O)(=O)=O.[K+].[CH2:46]([O:48]CC)C>>[Cl:4][C:5]1[CH:25]=[CH:24][C:8]([CH:9]([CH:11]2[CH2:12][CH2:13][N:14]([C:17]([O:19][C:20]([CH3:23])([CH3:21])[CH3:22])=[O:18])[CH2:15][CH2:16]2)[CH2:46][OH:48])=[CH:7][C:6]=1[C:26]([NH:28][CH2:29][C:30]12[CH2:37][CH:36]3[CH2:35][CH:34]([CH2:33][CH:32]([CH2:38]3)[CH2:31]1)[CH2:39]2)=[O:27] |f:2.3|. Procedure: To methyl magnesiumbromide (3M solution in diethyl ether, 0.225 ml) in anhydrous diethyl ether (7 ml) under a nitrogen atmosphere was added slowly 4-[4-chloro-3-[[(tricyclo[3.3.1.13,7]dec-1-ylmethyl)amino]carbonyl]benzoyl]-1-piperidinecarboxylic acid, 1,1-dimethylethyl ester (0.23 g, Example 76a) in anhydrous diethyl ether (7 ml). The reaction mixture was stirred for 14 h at room temperature, then poured onto crushed ice. A solution of 10% aqueous potassium hydrogen sulphate was added keeping th... The product is ClC1=C(C=C(C=C1)C(CO)C1CCN(CC1)C(=O)OC(C)(C)C)C(=O)NCC12CC3CC(CC(C1)C3)C2 (4-[1-[4-Chloro-3-[[(tricyclo[3.3.1.13,7]dec-1-ylmethyl)amino]carbonyl]phenyl]hydroxyethyl]-1-piperidinecarboxylic acid, 1,1-dimethylethyl ester). Conditions: time 14 hour. Starting materials: C(OC)(=O)Cl (methyl chlorocarbonate), CC1(NC(CC(C1)NCCCNC1CC(NC(C1)(C)C)(C)C)(C)C)C (N,N'-bis(2,2,6,6-tetramethyl-4-piperidyl)-1,3-propanediamine). Run in O (water). The product is COC(=O)N(CCCN(C1CC(NC(C1)(C)C)(C)C)C(=O)OC)C1CC(NC(C1)(C)C)(C)C (N,N'-bis(methoxycarbonyl)-N,N'-bis(2,2,6,6-tetramethyl-4-piperidyl)- 1,3-propanediamine). As a reaction SMILES: [C:1](Cl)(=[O:4])[O:2][CH3:3].[CH3:6][C:7]1([CH3:30])[CH2:12][CH:11]([NH:13][CH2:14][CH2:15][CH2:16][NH:17][CH:18]2[CH2:23][C:22]([CH3:25])([CH3:24])[NH:21][C:20]([CH3:27])([CH3:26])[CH2:19]2)[CH2:10][C:9]([CH3:29])([CH3:28])[NH:8]1>O>[CH3:3][O:2][C:1]([N:13]([CH:11]1[CH2:12][C:7]([CH3:30])([CH3:6])[NH:8][C:9]([CH3:29])([CH3:28])[CH2:10]1)[CH2:14][CH2:15][CH2:16][N:17]([C:1]([O:2][CH3:3])=[O:4])[CH:18]1[CH2:19][C:20]([CH3:27])([CH3:26])[NH:21][C:22]([CH3:25])([CH3:24])[CH2:23]1)=[O:4]. Procedure details: 83.2 g (0.88 mol) of methyl chlorocarbonate are reacted as described in Example 1 with 141 g (0.4 mol) of N,N'-bis(2,2,6,6-tetramethyl-4-piperidyl)-1,3-propanediamine dissolved in 420 ml of water. Starting materials: ClCCl, O=C(O)c1sc2ccc(-c3ccccc3)cc2c1F, CN(C)C=O. Yields the product O=C(Cl)c1sc2ccc(-c3ccccc3)cc2c1F. Reaction SMILES: [Cl:25][CH2:26][Cl:27].[F:1][c:2]1[c:3]2[c:4]([s:5][c:6]1[C:7](=[O:8])[OH:9])[cH:10][cH:11][c:12](-[c:14]1[cH:15][cH:16][cH:17][cH:18][cH:19]1)[cH:13]2.[O:20]=[CH:21][N:22]([CH3:23])[CH3:24]>>[F:1][c:2]1[c:3]2[c:4]([s:5][c:6]1[C:7](=[O:8])[Cl:25])[cH:10][cH:11][c:12](-[c:14]1[cH:15][cH:16][cH:17][cH:18][cH:19]1)[cH:13]2. Starting materials: CCOc1cc(C(N)=O)ccc1OC, O=P(Cl)(Cl)Cl, c1ccncc1. Product: CCOc1cc(C#N)ccc1OC. As a reaction SMILES: [CH2:1]([CH3:2])[O:3][c:4]1[cH:5][c:6]([C:7](=[O:8])[NH2:9])[cH:10][cH:11][c:12]1[O:13][CH3:14].[P:15]([Cl:16])([Cl:17])([Cl:18])=[O:19].[cH:20]1[cH:21][cH:22][n:23][cH:24][cH:25]1>>[CH2:1]([CH3:2])[O:3][c:4]1[cH:5][c:6]([C:7]#[N:9])[cH:10][cH:11][c:12]1[O:13][CH3:14]. Reactants: Cl (hydrochloric acid), C(CC(=O)O)(=O)O (Malonic acid), N1CCOCC1 (morpholine), N1=CC=CC=C1 (pyridine), C(C)C(C=O)CC=C (2-ethylpent-4-enal). The reagents and catalysts are C(CC(=O)O)(=O)O (malonic acid). Run in O (water), C1(=CC=CC=C1)C (toluene), C(C)#N (acetonitrile). Reaction conditions: temperature 80 celsius, time 13.5 hour. The product is C(C)C(/C=C/C(=O)O)CC=C ((2E)-4-Ethylhepta-2,6-dienoic acid). Isolated yield 125.2%. As a reaction SMILES: [C:1](O)(=O)[CH2:2][C:3]([OH:5])=[O:4].N1CCOCC1.N1C=CC=CC=1.[CH2:20]([CH:22]([CH2:25][CH:26]=[CH2:27])C=O)[CH3:21].Cl>C1(C)C=CC=CC=1.C(O)(=O)CC(O)=O.O.C(#N)C>[CH2:26]([CH:25]([CH2:22][CH:20]=[CH2:21])/[CH:1]=[CH:2]/[C:3]([OH:5])=[O:4])[CH3:27]. Procedure details: Malonic acid (93.74 g, 0.90 mol), acetonitrile (306 mL), morpholine (26 mL, 0.30 mol), and pyridine (97 mL, 1.20 mol) were added in this order to the solution of 2-ethylpent-4-enal (58.44 g) in toluene obtained by the method described above under a nitrogen atmosphere, and the mixture was slowly warmed to approximately 80° C. over approximately 1 hour. After stirring at approximately 80° C. for 13.5 hours, malonic acid (6.24 g, 0.06 mol) was added thereto, and the mixture was further stirred at ... Starting materials: ClC1=CC2=C(C(=NO2)C2CCNCC2)C=C1 (6-chloro-3-(4-piperidinyl)-l,2-benzisoxazole), ClCCCOC1=C(C=C(C=C1)C(C)=O)OC (1-[4-(3-chloropropoxy)-3-methoxyphenyl]ethanone), C(=O)([O-])[O-].[K+].[K+] (K2CO3). Reaction SMILES: [Cl:1][C:2]1[CH:16]=[CH:15][C:5]2[C:6]([CH:9]3[CH2:14][CH2:13][NH:12][CH2:11][CH2:10]3)=[N:7][O:8][C:4]=2[CH:3]=1.Cl[CH2:18][CH2:19][CH2:20][O:21][C:22]1[CH:27]=[CH:26][C:25]([C:28](=[O:30])[CH3:29])=[CH:24][C:23]=1[O:31][CH3:32].C([O-])([O-])=O.[K+].[K+]>C(#N)C>[Cl:1][C:2]1[CH:16]=[CH:15][C:5]2[C:6]([CH:9]3[CH2:10][CH2:11][N:12]([CH2:18][CH2:19][CH2:20][O:21][C:22]4[CH:27]=[CH:26][C:25]([C:28](=[O:30])[CH3:29])=[CH:24][C:23]=4[O:31][CH3:32])[CH2:13][CH2:14]3)=[N:7][O:8][C:4]=2[CH:3]=1 |f:2.3.4|. Procedure details: A stirred mixture of 6-chloro-3-(4-piperidinyl)-l,2-benzisoxazole (4.7 g, 20 mmol), 1-[4-(3-chloropropoxy)-3-methoxyphenyl]ethanone (4.8 g, 20 mmol), K2CO3 (2.8 g), several crystals of KI and acetonitrile (120 ml) was refluxed for 16 hours. The reaction was filtered and the filtrate was concentrated to yield a solid-oil mixture. The residue was chromatographed on a Waters Prep 500 utilizing silica columns and eluting with methylene chloride/methanol (5%). Concentration of the desired fractions y... The product is ClC1=CC2=C(C(=NO2)C2CCN(CC2)CCCOC2=C(C=C(C=C2)C(C)=O)OC)C=C1 (1-[4-[3-[4-(6-Chloro-1,2-benzisoxazol-3-yl)-1-piperidinyl]propoxy]-3-methoxyphenyl]ethanone). Isolated yield 36.1%. Solvent: C(C)#N (acetonitrile).